This data is from the Open Reaction Database (ORD), a public repository of structured organic reaction records. The task is: describe an organic reaction: reactants, conditions, products, and yield The reactants are C(C)OC(CC1=C(C=CC(=C1)OC1=C(C=C(C=C1)Br)CBr)C(F)(F)F)=O ([5-(4-Bromo-2-bromomethyl-phenoxy)-2-trifluoromethyl-phenyl]-acetic acid ethyl ester), C[C@@H]1NC(O[C@@H]1C1=CC=CC=C1)=O ((4S,5R)-(−)-4-methyl-5-phenyl-2-oxazolidinone). The product is C(C)OC(CC1=C(C=CC(=C1)OC1=C(C=C(C=C1)Br)CN1C(O[C@@H]([C@@H]1C)C1=CC=CC=C1)=O)C(F)(F)F)=O ({5-[4-Bromo-2-((4S,5R)-4-methyl-2-oxo-5-phenyl-oxazolidin-3-ylmethyl)-phenoxy]-2-trifluoromethyl-phenyl}-acetic acid ethyl ester). As a reaction SMILES: [CH2:1]([O:3][C:4](=[O:26])[CH2:5][C:6]1[CH:11]=[C:10]([O:12][C:13]2[CH:18]=[CH:17][C:16]([Br:19])=[CH:15][C:14]=2[CH2:20]Br)[CH:9]=[CH:8][C:7]=1[C:22]([F:25])([F:24])[F:23])[CH3:2].[CH3:27][C@H:28]1[C@@H:32]([C:33]2[CH:38]=[CH:37][CH:36]=[CH:35][CH:34]=2)[O:31][C:30](=[O:39])[NH:29]1>>[CH2:1]([O:3][C:4](=[O:26])[CH2:5][C:6]1[CH:11]=[C:10]([O:12][C:13]2[CH:18]=[CH:17][C:16]([Br:19])=[CH:15][C:14]=2[CH2:20][N:29]2[C@@H:28]([CH3:27])[C@@H:32]([C:33]3[CH:38]=[CH:37][CH:36]=[CH:35][CH:34]=3)[O:31][C:30]2=[O:39])[CH:9]=[CH:8][C:7]=1[C:22]([F:23])([F:25])[F:24])[CH3:2]. Procedure details: Prepared according to the procedure described in Example 24, Step 7, using the following starting materials: [5-(4-Bromo-2-bromomethyl-phenoxy)-2-trifluoromethyl-phenyl]-acetic acid ethyl ester and (4S,5R)-(−)-4-methyl-5-phenyl-2-oxazolidinone. Reactants: Cc1cc(C)c(NC(=O)CCl)c(C)c1, CNC(=O)C1CN(CCCC(c2ccc(F)cc2)c2ccc(F)cc2)CCN1, [Na+], [Na+], O=C([O-])[O-]. Product: CNC(=O)C1CN(CCCC(c2ccc(F)cc2)c2ccc(F)cc2)CCN1CC(=O)Nc1c(C)cc(C)cc1C. As a reaction SMILES: [Cl:29][CH2:30][C:31](=[O:32])[NH:33][c:34]1[c:35]([CH3:42])[cH:36][c:37]([CH3:41])[cH:38][c:39]1[CH3:40].[F:1][c:2]1[cH:3][cH:4][c:5]([CH:8]([CH2:9][CH2:10][CH2:11][N:12]2[CH2:13][CH:14]([C:18](=[O:19])[NH:20][CH3:21])[NH:15][CH2:16][CH2:17]2)[c:22]2[cH:23][cH:24][c:25]([F:28])[cH:26][cH:27]2)[cH:6][cH:7]1.[Na+:43].[Na+:44].[O-:45][C:46](=[O:47])[O-:48]>>[F:1][c:2]1[cH:3][cH:4][c:5]([CH:8]([CH2:9][CH2:10][CH2:11][N:12]2[CH2:13][CH:14]([C:18](=[O:19])[NH:20][CH3:21])[N:15]([CH2:30][C:31](=[O:32])[NH:33][c:34]3[c:35]([CH3:42])[cH:36][c:37]([CH3:41])[cH:38][c:39]3[CH3:40])[CH2:16][CH2:17]2)[c:22]2[cH:23][cH:24][c:25]([F:28])[cH:26][cH:27]2)[cH:6][cH:7]1. Starting materials: CCO, [O-][Cl+3]([O-])([O-])[O-], NN, O, COc1cc2c(cc1OC)[CH2+](C=Cc1ccc(O)cc1)OC(C)=C2. The product is COc1cc2c(cc1OC)C(C=Cc1ccc(O)cc1)=NN=C(C)C2. Reaction SMILES: [CH3:33][CH2:34][OH:35].[Cl+3:1]([O-:2])([O-:3])([O-:4])[O-:5].[NH2:31][NH2:32].[OH2:30].[OH:6][c:7]1[cH:8][cH:9][c:10]([CH:11]=[CH:12][CH2+:13]2[O:14][C:15]([CH3:27])=[CH:16][c:17]3[c:18]2[cH:19][c:20]([O:25][CH3:26])[c:21]([O:23][CH3:24])[cH:22]3)[cH:28][cH:29]1>>[OH:6][c:7]1[cH:8][cH:9][c:10]([CH:11]=[CH:12][C:13]2=[N:31][N:32]=[C:15]([CH3:27])[CH2:16][c:17]3[c:18]2[cH:19][c:20]([O:25][CH3:26])[c:21]([O:23][CH3:24])[cH:22]3)[cH:28][cH:29]1. Reactants: O (water), N1C=NC=C1 (Imidazole), C(C1=CC=CC=C1)N1CC(CC1)CO (1-benzyl-3-hydroxymethylpyrrolidine), [Si](C)(C)(C(C)(C)C)Cl (t-butyldimethylsilyl chloride). Run in CN(C=O)C (dimethylformamide). Reaction conditions: time 15 hour. Product: C(C1=CC=CC=C1)N1CC(CC1)CO[Si](C)(C)C(C)(C)C (1-benzyl-3-t-butyldimethylsilyloxymethylpyrrolidine). Isolated yield 86.7%. RXN SMILES: N1C=CN=C1.[CH2:6]([N:13]1[CH2:17][CH2:16][CH:15]([CH2:18][OH:19])[CH2:14]1)[C:7]1[CH:12]=[CH:11][CH:10]=[CH:9][CH:8]=1.[Si:20](Cl)([C:23]([CH3:26])([CH3:25])[CH3:24])([CH3:22])[CH3:21].O>CN(C)C=O>[CH2:6]([N:13]1[CH2:17][CH2:16][CH:15]([CH2:18][O:19][Si:20]([C:23]([CH3:26])([CH3:25])[CH3:24])([CH3:22])[CH3:21])[CH2:14]1)[C:7]1[CH:12]=[CH:11][CH:10]=[CH:9][CH:8]=1. Procedure: Imidazole (30.0 g) was added to a solution of 1-benzyl-3-hydroxymethylpyrrolidine (43.45 g) and t-butyldimethylsilyl chloride (48.5 g) in dimethylformamide(150 ml) under ice-cooling. The mixture was stirred at the same temperature for 2 hours and at ambient temperature for 15 hours. The mixture was poured into water (600 ml), extracted twice with ethyl acetate (200 ml and 100 ml), dried over magnesium sulfate and evaporated under reduced pressure to give a syrup. The syrup was subjected to a col... Starting materials: ClC=1N=NC=C2C1N(C(=C2C)C)C2CCCCC2 (7-chloro-1-cyclohexyl-2,3-dimethylpyrrolo[2,3-d]pyridazine), C(C1=CC=CC=C1)O (benzyl alcohol). The product is C(C1=CC=CC=C1)OC=1N=NC=C2C1N(C(=C2C)C)C2CCCCC2 (7-Benzyloxy-1-cyclohexyl-2,3-dimethylpyrrolo[2,3-d]pyridazine). The yield is 92.8%. RXN SMILES: Cl[C:2]1[N:3]=[N:4][CH:5]=[C:6]2[C:10]([CH3:11])=[C:9]([CH3:12])[N:8]([CH:13]3[CH2:18][CH2:17][CH2:16][CH2:15][CH2:14]3)[C:7]=12.[CH2:19]([OH:26])[C:20]1[CH:25]=[CH:24][CH:23]=[CH:22][CH:21]=1>>[CH2:19]([O:26][C:2]1[N:3]=[N:4][CH:5]=[C:6]2[C:10]([CH3:11])=[C:9]([CH3:12])[N:8]([CH:13]3[CH2:18][CH2:17][CH2:16][CH2:15][CH2:14]3)[C:7]=12)[C:20]1[CH:25]=[CH:24][CH:23]=[CH:22][CH:21]=1. Procedure details: The title compound was prepared as a white powder in 92.8% yield in a similar procedure to that described in Example 1 by using 7-chloro-1-cyclohexyl-2,3-dimethylpyrrolo[2,3-d]pyridazine and benzyl alcohol. The reactants are COc1cnc2c(NCc3nnc4ccc(-c5ccc(CNC(=O)OC(C)(C)C)c(Cl)c5)nn34)ccnc2c1, ClCCl, O=C(O)C(F)(F)F, [Na+], [OH-]. Yields the product COc1cnc2c(NCc3nnc4ccc(-c5ccc(CN)c(Cl)c5)nn34)ccnc2c1. As a reaction SMILES: [Cl:1][c:2]1[c:3]([CH2:31][NH:32][C:33](=[O:34])[O:35][C:36]([CH3:37])([CH3:38])[CH3:39])[cH:4][cH:5][c:6](-[c:8]2[cH:9][cH:10][c:11]3[n:12]([n:13]2)[c:14]([CH2:17][NH:18][c:19]2[cH:20][cH:21][n:22][c:23]4[cH:24][c:25]([O:29][CH3:30])[cH:26][n:27][c:28]24)[n:15][n:16]3)[cH:7]1.[Cl:49][CH2:50][Cl:51].[F:40][C:41]([F:42])([F:43])[C:44]([OH:45])=[O:46].[Na+:48].[OH-:47]>>[Cl:1][c:2]1[c:3]([CH2:31][NH2:32])[cH:4][cH:5][c:6](-[c:8]2[cH:9][cH:10][c:11]3[n:12]([n:13]2)[c:14]([CH2:17][NH:18][c:19]2[cH:20][cH:21][n:22][c:23]4[cH:24][c:25]([O:29][CH3:30])[cH:26][n:27][c:28]24)[n:15][n:16]3)[cH:7]1. The reactants are CCOC(C)=O, CS(C)=O, C[S+](C)C, O=C(c1ccc(Cl)cc1)c1ccc(I)cc1, [H-], [I-], [Na+]. Yields the product Clc1ccc(C2(c3ccc(I)cc3)CO2)cc1. RXN SMILES: [CH3:28][CH2:29][O:30][C:31](=[O:32])[CH3:33].[CH3:3][S:4]([CH3:5])=[O:6].[CH3:8][S+:9]([CH3:10])[CH3:11].[Cl:12][c:13]1[cH:14][cH:15][c:16]([C:19](=[O:20])[c:21]2[cH:22][cH:23][c:24]([I:27])[cH:25][cH:26]2)[cH:17][cH:18]1.[H-:1].[I-:7].[Na+:2]>>[CH2:8]1[C:19]([c:16]2[cH:15][cH:14][c:13]([Cl:12])[cH:18][cH:17]2)([c:21]2[cH:22][cH:23][c:24]([I:27])[cH:25][cH:26]2)[O:20]1. Reactants: N(=NC(=O)OCC)C(=O)OCC (Diethyl azodicarboxylate), CC(C)(C)OC(N[C@@H]1C[C@@H](CC1)O)=O ((1S-cis)-(3-hydroxycyclopentyl)carbamic acid 1,1-dimethylethyl ester), C1(=CC=CC=C1)P(C1=CC=CC=C1)C1=CC=CC=C1 (triphenylphosphine), C(=O)O (formic acid). Reaction conditions: time 2 hour. The product is CC(C)(C)OC(N[C@@H]1C[C@H](CC1)OC=O)=O ((1S-trans)-[3-(Formyloxy)cyclopentyl]carbamic acid 1,1-dimethylethyl ester). Yield: 50.1%. RXN SMILES: N(C(OCC)=O)=N[C:3](OCC)=[O:4].[CH3:13][C:14]([O:17][C:18](=[O:26])[NH:19][C@H:20]1[CH2:24][CH2:23][C@@H:22]([OH:25])[CH2:21]1)([CH3:16])[CH3:15].C1(P(C2C=CC=CC=2)C2C=CC=CC=2)C=CC=CC=1.C(O)=O>>[CH3:16][C:14]([O:17][C:18](=[O:26])[NH:19][C@H:20]1[CH2:24][CH2:23][C@H:22]([O:25][CH:3]=[O:4])[CH2:21]1)([CH3:13])[CH3:15]. Reported procedure: Diethyl azodicarboxylate (0.164 ml, 1.23 mmol) was added dropwise to a stirred solution of (1S-cis)-(3-hydroxycyclopentyl)carbamic acid 1,1-dimethylethyl ester (0.124 g, 0.61 mmol), triphenylphosphine (0.323 g, 1.23 mmol) and formic acid (0.046 ml, 1.23 mmol) and the solution was stirred at room temperature for 2h. The solution was then concentrated and purified by column chromatography on flash silica eluting with 10-30% ethyl acetate in cyclohexane to give the title compound (0.07 g) as white ... The reactants are C(CCC)[Sn](CCCC)(CCCC)Cl (tributyltin chloride), solution, C(CCC)[Li] (butyl lithium), BrC=1SC=CN1 (2-bromothiazole). Run in O1CCCC1 (tetrahydrofuran), O1CCCC1 (tetrahydrofuran). Run at time 1 hour. Product: C(CCC)[Sn](C=1SC=CN1)(CCCC)CCCC (2-(Tributylstannyl)thiazole). Isolated yield 51.3%. As a reaction SMILES: Br[C:2]1[S:3][CH:4]=[CH:5][N:6]=1.C([Li])CCC.[CH2:12]([Sn:16](Cl)([CH2:21][CH2:22][CH2:23][CH3:24])[CH2:17][CH2:18][CH2:19][CH3:20])[CH2:13][CH2:14][CH3:15]>O1CCCC1>[CH2:21]([Sn:16]([CH2:12][CH2:13][CH2:14][CH3:15])([CH2:17][CH2:18][CH2:19][CH3:20])[C:2]1[S:3][CH:4]=[CH:5][N:6]=1)[CH2:22][CH2:23][CH3:24]. Procedure details: To a solution of 10.0 g of 2-bromothiazole under nitrogen in 50 ml of tetrahydrofuran while cooling in a dry ice-acetone bath is added dropwise 36.6 ml of a 1.6M solution of butyl lithium via syringe. Stirring is continued for 1 hour. To the reaction mixture is added dropwise 29.8 g of tributyltin chloride in 20 ml of tetrahydrofuran. Stirred 1 additional hour. The reaction mixture is quenched with 20 ml of water and 50 ml additional water is added. After stirring for 20 minutes the reaction mix... The reactants are CCOc1cc(C(C)(C)C)ccc1C1=NC(C)(c2ccc(F)cc2)C(C)(c2ccc(F)cc2)N1C(=O)Cl, CS(=O)(=O)CCCN1CCNCC1, Cl, Cl. Product: CCOc1cc(C(C)(C)C)ccc1C1=NC(C)(c2ccc(F)cc2)C(C)(c2ccc(F)cc2)N1C(=O)N1CCN(CCCS(C)(=O)=O)CC1. RXN SMILES: [C:1]([CH3:2])([CH3:3])([CH3:4])[c:5]1[cH:6][c:7]([O:35][CH2:36][CH3:37])[c:8]([C:11]2=[N:15][C:14]([CH3:16])([c:17]3[cH:18][cH:19][c:20]([F:23])[cH:21][cH:22]3)[C:13]([CH3:24])([c:25]3[cH:26][cH:27][c:28]([F:31])[cH:29][cH:30]3)[N:12]2[C:32](=[O:33])[Cl:34])[cH:9][cH:10]1.[CH3:40][S:41](=[O:42])(=[O:43])[CH2:44][CH2:45][CH2:46][N:47]1[CH2:48][CH2:49][NH:50][CH2:51][CH2:52]1.[ClH:38].[ClH:39]>>[C:1]([CH3:2])([CH3:3])([CH3:4])[c:5]1[cH:6][c:7]([O:35][CH2:36][CH3:37])[c:8]([C:11]2=[N:15][C:14]([CH3:16])([c:17]3[cH:18][cH:19][c:20]([F:23])[cH:21][cH:22]3)[C:13]([CH3:24])([c:25]3[cH:26][cH:27][c:28]([F:31])[cH:29][cH:30]3)[N:12]2[C:32](=[O:33])[N:50]2[CH2:49][CH2:48][N:47]([CH2:46][CH2:45][CH2:44][S:41]([CH3:40])(=[O:42])=[O:43])[CH2:52][CH2:51]2)[cH:9][cH:10]1.